From a dataset of the Open Reaction Database (ORD), a public repository of structured organic reaction records. describe an organic reaction: reactants, conditions, products, and yield As a reaction SMILES: [Br:1][c:2]1[n:3][c:4]2[c:5]([n:6][cH:7]1)[n:8]([CH2:13][O:14][CH2:15][CH2:16][Si:17]([CH3:18])([CH3:19])[CH3:20])[cH:9][c:10]2[CH:11]=[O:12].[Cl+:21]([O-:22])[O-:23].[K+:25].[Na+:24].[O:31]1[CH2:32][CH2:33][O:34][CH2:35][CH2:36]1.[OH2:37].[OH:26][P:27](=[O:28])([O-:29])[OH:30]>>[Br:1][c:2]1[n:3][c:4]2[c:5]([n:6][cH:7]1)[n:8]([CH2:13][O:14][CH2:15][CH2:16][Si:17]([CH3:18])([CH3:19])[CH3:20])[cH:9][c:10]2[C:11](=[O:12])[OH:22]. The reactants are C[Si](C)(C)CCOCn1cc(C=O)c2nc(Br)cnc21, [O-][Cl+][O-], [K+], [Na+], C1COCCO1, O, O=P([O-])(O)O. Product: C[Si](C)(C)CCOCn1cc(C(=O)O)c2nc(Br)cnc21. Yields the product ClC=1N=C(NC1CC)C(=O)N[C@@H]1[C@@H](CN(CC1)C1=CC(=C(S1)C(=O)OC)C)OC (Methyl cis(±)-5-(4-{[(4-chloro-5-ethyl-1H-imidazol-2-yl)carbonyl]amino}-3-methoxypiperidin-1-yl)-3-methylthiophene-2-carboxylate). Procedure details: The same operation as in Example (221c) was performed using methyl cis(±)-5-(4-amino-3-methoxypiperidin-1-yl)-3-methylthiophene-2-carboxylate obtained in Example (245c) (50 mg, 0.18 mmol), 4-chloro-5-ethyl-1H-imidazole-2-carboxylic acid obtained in Example (1d) (46 mg, 0.26 mmol), WSC hydrochloride (101 mg, 0.53 mmol), 1-hydroxybenzotriazole (26 mg, 0.19 mmol) and N-methylmorpholine (0.04 mL, 0.35 mmol), to obtain 67 mg of the title compound as a white solid (86%). Reactants: N[C@@H]1[C@@H](CN(CC1)C1=CC(=C(S1)C(=O)OC)C)OC (methyl cis(±)-5-(4-amino-3-methoxypiperidin-1-yl)-3-methylthiophene-2-carboxylate), ON1N=NC2=C1C=CC=C2 (1-hydroxybenzotriazole), CN1CCOCC1 (N-methylmorpholine), ClC=1N=C(NC1CC)C(=O)O (4-chloro-5-ethyl-1H-imidazole-2-carboxylic acid), CCN=C=NCCCN(C)C.Cl (WSC hydrochloride). Reaction SMILES: [NH2:1][C@H:2]1[CH2:7][CH2:6][N:5]([C:8]2[S:12][C:11]([C:13]([O:15][CH3:16])=[O:14])=[C:10]([CH3:17])[CH:9]=2)[CH2:4][C@H:3]1[O:18][CH3:19].[Cl:20][C:21]1[N:22]=[C:23]([C:28](O)=[O:29])[NH:24][C:25]=1[CH2:26][CH3:27].CCN=C=NCCCN(C)C.Cl.ON1C2C=CC=CC=2N=N1.CN1CCOCC1>>[Cl:20][C:21]1[N:22]=[C:23]([C:28]([NH:1][C@H:2]2[CH2:7][CH2:6][N:5]([C:8]3[S:12][C:11]([C:13]([O:15][CH3:16])=[O:14])=[C:10]([CH3:17])[CH:9]=3)[CH2:4][C@H:3]2[O:18][CH3:19])=[O:29])[NH:24][C:25]=1[CH2:26][CH3:27] |f:2.3|. Yield: 84.4%. Reactants: [BH4-], COc1ccc(C2CCCNC2)c2c1NC(=O)C2, CO, [Na+], O. The product is COc1ccc(C2CCCN(C)C2)c2c1NC(=O)C2. RXN SMILES: [BH4-:19].[CH3:1][O:2][c:3]1[cH:4][cH:5][c:6]([CH:13]2[CH2:14][NH:15][CH2:16][CH2:17][CH2:18]2)[c:7]2[c:11]1[NH:10][C:9](=[O:12])[CH2:8]2.[CH3:21][OH:22].[Na+:20].[OH2:23]>>[CH3:1][O:2][c:3]1[cH:4][cH:5][c:6]([CH:13]2[CH2:14][N:15]([CH3:21])[CH2:16][CH2:17][CH2:18]2)[c:7]2[c:11]1[NH:10][C:9](=[O:12])[CH2:8]2.